Dataset: the Open Reaction Database (ORD), a public repository of structured organic reaction records. Task: describe an organic reaction: reactants, conditions, products, and yield The reactants are COC=1C=C2CCC(CC2=CC1)=O (6-methoxy-3,4-dihydro-1H-naphthalen-2-one), CN (methylamine), C(#N)[BH3-].[Na+] (sodium cyanoborohydride), Cl (hydrochloric acid). Run in CO (methanol), C(C)(=O)O (acetic acid), O (water). Product: COC=1C=C2CCC(CC2=CC1)CN ((6-methoxy-1,2,3,4-tetrahydronaphthalen-2-yl)methylamine). Isolated yield 41.9%. As a reaction SMILES: [CH3:1][O:2][C:3]1[CH:4]=[C:5]2[C:10](=[CH:11][CH:12]=1)[CH2:9][C:8](=O)[CH2:7][CH2:6]2.CN.[C:16]([BH3-])#[N:17].[Na+].Cl>CO.O.C(O)(=O)C>[CH3:1][O:2][C:3]1[CH:4]=[C:5]2[C:10](=[CH:11][CH:12]=1)[CH2:9][CH:8]([CH2:16][NH2:17])[CH2:7][CH2:6]2 |f:2.3|. Procedure details: A solution of 6-methoxy-3,4-dihydro-1H-naphthalen-2-one (176 mg, Aldrich, U.S.A.), acetic acid (0.57 mL), methylamine (2.0 M in tetrahydrofuran, 5.0 mL), and sodium cyanoborohydride (64 mg) was stirred in 5 mL methanol for 20 h. The solution was acidified to a pH<2 with concentrated hydrochloric acid, diluted with water to a volume of 50 mL, and extracted with 50 mL of dichloromethane. The aqueous phase was made basic (pH>10) by the addition of 1 M sodium hydroxide and extracted with two 50 mL a... The reactants are CCO[PH](=O)CP(=O)(OCC)OCC, CCOC(=O)c1ccc(Br)cc1, CC#N, c1ccc(P(c2ccccc2)(c2ccccc2)[Pd](P(c2ccccc2)(c2ccccc2)c2ccccc2)(P(c2ccccc2)(c2ccccc2)c2ccccc2)P(c2ccccc2)(c2ccccc2)c2ccccc2)cc1. The product is CCOC(=O)c1ccc(P(=O)(CP(=O)(OCC)OCC)OCC)cc1. As a reaction SMILES: [CH2:13]([CH3:14])[O:15][P:16]([O:17][CH2:18][CH3:19])(=[O:20])[CH2:21][PH:22](=[O:23])[O:24][CH2:25][CH3:26].[CH2:1]([CH3:2])[O:3][C:4]([c:5]1[cH:6][cH:7][c:8]([Br:11])[cH:9][cH:10]1)=[O:12].[CH3:27][C:28]#[N:29].[cH:30]1[cH:31][cH:32][c:33]([P:34]([Pd:35]([P:36]([c:37]2[cH:38][cH:39][cH:40][cH:41][cH:42]2)([c:43]2[cH:44][cH:45][cH:46][cH:47][cH:48]2)[c:49]2[cH:50][cH:51][cH:52][cH:53][cH:54]2)([P:55]([c:56]2[cH:57][cH:58][cH:59][cH:60][cH:61]2)([c:62]2[cH:63][cH:64][cH:65][cH:66][cH:67]2)[c:68]2[cH:69][cH:70][cH:71][cH:72][cH:73]2)[P:74]([c:75]2[cH:76][cH:77][cH:78][cH:79][cH:80]2)([c:81]2[cH:82][cH:83][cH:84][cH:85][cH:86]2)[c:87]2[cH:88][cH:89][cH:90][cH:91][cH:92]2)([c:93]2[cH:94][cH:95][cH:96][cH:97][cH:98]2)[c:99]2[cH:100][cH:101][cH:102][cH:103][cH:104]2)[cH:105][cH:106]1>>[CH2:1]([CH3:2])[O:3][C:4]([c:5]1[cH:6][cH:7][c:8]([P:22]([CH2:21][P:16]([O:15][CH2:13][CH3:14])([O:17][CH2:18][CH3:19])=[O:20])(=[O:23])[O:24][CH2:25][CH3:26])[cH:9][cH:10]1)=[O:12]. The reactants are CCNc1cccnc1[N+](=O)[O-], CCOC(C)=O, CO. The product is CCNc1cccnc1N. Reaction SMILES: [CH2:1]([CH3:2])[NH:3][c:4]1[c:5]([N+:10]([O-:11])=[O:12])[n:6][cH:7][cH:8][cH:9]1.[CH3:13][CH2:14][O:15][C:16](=[O:17])[CH3:18].[CH3:19][OH:20]>>[CH2:1]([CH3:2])[NH:3][c:4]1[c:5]([NH2:10])[n:6][cH:7][cH:8][cH:9]1. The reactants are CN1CCN(CC1)C1=CC=C(N)C=C1 (4-(4-methylpiperazin-1-yl)aniline), ClC=1C(=NC(=C(N1)OC1=CC(=CC=C1)[N+](=O)[O-])CC)C(=O)N (3-chloro-6-ethyl-5-(3-nitrophenoxy)pyrazine-2-carboxamide), CN1CCN(CC1)C1=CC=C(N)C=C1 (4-(4-methylpiperazin-1-yl)aniline), CS(=O)(=O)O (methanesulfonic acid), C(O)([O-])=O.[Na+] (sodium hydrogen carbonate). Run in CN1C(CCC1)=O (N-methylpyrrolidone). Run at temperature 200 celsius. The product is C(C)C1=C(N=C(C(=N1)C(=O)N)NC1=CC=C(C=C1)N1CCN(CC1)C)OC1=CC(=CC=C1)[N+](=O)[O-] (6-ethyl-3-{[4-(4-methylpiperazin-1-yl)phenyl]amino}-5-(3-nitrophenoxy)pyrazine-2-carboxamide). The yield is 41.6%. RXN SMILES: Cl[C:2]1[C:3]([C:20]([NH2:22])=[O:21])=[N:4][C:5]([CH2:18][CH3:19])=[C:6]([O:8][C:9]2[CH:14]=[CH:13][CH:12]=[C:11]([N+:15]([O-:17])=[O:16])[CH:10]=2)[N:7]=1.[CH3:23][N:24]1[CH2:29][CH2:28][N:27]([C:30]2[CH:36]=[CH:35][C:33]([NH2:34])=[CH:32][CH:31]=2)[CH2:26][CH2:25]1.CS(O)(=O)=O.C(=O)([O-])O.[Na+]>CN1CCCC1=O>[CH2:18]([C:5]1[N:4]=[C:3]([C:20]([NH2:22])=[O:21])[C:2]([NH:34][C:33]2[CH:32]=[CH:31][C:30]([N:27]3[CH2:26][CH2:25][N:24]([CH3:23])[CH2:29][CH2:28]3)=[CH:36][CH:35]=2)=[N:7][C:6]=1[O:8][C:9]1[CH:14]=[CH:13][CH:12]=[C:11]([N+:15]([O-:17])=[O:16])[CH:10]=1)[CH3:19] |f:3.4|. Procedure: A mixture of 3-chloro-6-ethyl-5-(3-nitrophenoxy)pyrazine-2-carboxamide (500 mg), 4-(4-methylpiperazin-1-yl)aniline (300 mg), methanesulfonic acid (201 μl), and N-methylpyrrolidone (2 mL) was heated in a microwave reaction device at 200° C. for 1 hour. To the reaction mixture was added 4-(4-methylpiperazin-1-yl)aniline (150 mg) and the mixture was heated at 200° C. for 30 minutes. To the reaction mixture was added a saturated aqueous sodium hydrogen carbonate solution, and the precipitated solid ...